Dataset: the Open Reaction Database (ORD), a public repository of structured organic reaction records. Task: describe an organic reaction: reactants, conditions, products, and yield Starting materials: CCO, O=Cc1ccccc1, Nc1ccccc1Cl. Product: Clc1ccccc1N=Cc1ccccc1. Reaction SMILES: [CH3:17][CH2:18][OH:19].[CH:9](=[O:10])[c:11]1[cH:12][cH:13][cH:14][cH:15][cH:16]1.[Cl:1][c:2]1[c:3]([NH2:4])[cH:5][cH:6][cH:7][cH:8]1>>[Cl:1][c:2]1[c:3]([N:4]=[CH:9][c:11]2[cH:12][cH:13][cH:14][cH:15][cH:16]2)[cH:5][cH:6][cH:7][cH:8]1. The reactants are [Br-].C(CCC)[N+](CCC(C)C)(CCCC)CCCC (Tri-n-butyl-isopentylammonium bromide), C(CCC)N(CCCC)CCCC (tri-n-butylamine), BrCCC(C)C (1-bromo-3-methylbutane). The product is [Br-].C(CCC)[N+](CCCCC)(CCCC)CCCC (tri-n-butyl-n-pentylammonium bromide). RXN SMILES: [Br-].[CH2:2]([N+:6]([CH2:16][CH2:17][CH2:18][CH3:19])([CH2:12][CH2:13][CH2:14][CH3:15])[CH2:7][CH2:8][CH:9]([CH3:11])C)[CH2:3][CH2:4][CH3:5].[CH2:20](N(CCCC)CCCC)CCC.[Br:33]CCC(C)C>>[Br-:33].[CH2:16]([N+:6]([CH2:2][CH2:3][CH2:4][CH3:5])([CH2:7][CH2:8][CH2:9][CH3:11])[CH2:12][CH2:13][CH2:14][CH2:15][CH3:20])[CH2:17][CH2:18][CH3:19] |f:0.1,4.5|. Procedure details: Tri-n-butyl-isopentylammonium bromide can be synthesized using tri-n-butylamine and 1-bromo-3-methylbutane as starting materials, by the same method as the method for producing tri-n-butyl-n-pentylammonium bromide. The reactants are C(C)(C)(C)OC(N(C1=NC(=C(C=C1)C=O)F)CC1=C(C=CC=C1)Cl)=O ((2-chloro-benzyl)-(6-fluoro-5-formyl-pyridin-2-yl)-carbamic acid tert-butyl ester), IC1=CN(C2=NC=C(C=C21)OC)[Si](C(C)C)(C(C)C)C(C)C (3-iodo-5-methoxy-1-triisopropylsilanyl-1H-pyrrolo[2,3-b]pyridine). Product: ClC1=C(CNC2=NC(=C(C=C2)CC2=CNC3=NC=C(C=C32)OC)F)C=CC=C1 ((2-Chloro-benzyl)-[6-fluoro-5-(5-methoxy-1H-pyrrolo[2,3-b]pyridin-3-ylmethyl)-pyridin-2-yl]-amine). Reaction SMILES: C(OC(=O)[N:7]([CH2:17][C:18]1[CH:23]=[CH:22][CH:21]=[CH:20][C:19]=1[Cl:24])[C:8]1[CH:13]=[CH:12][C:11]([CH:14]=O)=[C:10]([F:16])[N:9]=1)(C)(C)C.I[C:27]1[C:35]2[C:30](=[N:31][CH:32]=[C:33]([O:36][CH3:37])[CH:34]=2)[N:29]([Si](C(C)C)(C(C)C)C(C)C)[CH:28]=1>>[Cl:24][C:19]1[CH:20]=[CH:21][CH:22]=[CH:23][C:18]=1[CH2:17][NH:7][C:8]1[CH:13]=[CH:12][C:11]([CH2:14][C:27]2[C:35]3[C:30](=[N:31][CH:32]=[C:33]([O:36][CH3:37])[CH:34]=3)[NH:29][CH:28]=2)=[C:10]([F:16])[N:9]=1. Procedure details: (2-Chloro-benzyl)-[6-fluoro-5-(5-methoxy-1H-pyrrolo[2,3-b]pyridin-3-ylmethyl)-pyridin-2-yl]-amine P-2034 was prepared in two steps from (2-chloro-benzyl)-(6-fluoro-5-formyl-pyridin-2-yl)-carbamic acid tert-butyl ester 48 and 3-iodo-5-methoxy-1-triisopropylsilanyl-1H-pyrrolo[2,3-b]pyridine 5 as shown in Scheme 25. The reactants are CC1=CC=C(C=C1)C1(CC1)C(=O)O (1-(4-methylphenyl)-1-cyclopropane carboxylic acid), F[B-](F)(F)F.O=[N+]=O (nitronium tetrafluoroborate). Solvent: S1(=O)(=O)CCCC1 (sulfolane). Product: CC1=C(C=C(C=C1)C1(CC1)C(=O)O)[N+](=O)[O-] (1-(4-methyl-3-nitrophenyl)-1-cyclopropane carboxylic acid). Reaction SMILES: [CH3:1][C:2]1[CH:7]=[CH:6][C:5]([C:8]2([C:11]([OH:13])=[O:12])[CH2:10][CH2:9]2)=[CH:4][CH:3]=1.F[B-](F)(F)F.[O:19]=[N+:20]=[O:21]>S1(CCCC1)(=O)=O>[CH3:1][C:2]1[CH:3]=[CH:4][C:5]([C:8]2([C:11]([OH:13])=[O:12])[CH2:9][CH2:10]2)=[CH:6][C:7]=1[N+:20]([O-:21])=[O:19] |f:1.2|. Procedure details: Commercially available 1-(4-methylphenyl)-1-cyclopropane carboxylic acid is treated with nitronium tetrafluoroborate in sulfolane to afford 1-(4-methyl-3-nitrophenyl)-1-cyclopropane carboxylic acid. This is converted to 1-(4-methyl-3-nitrophenyl)-1-bromocyclopropane by treatment with mercuric oxide and bromine in methylene chloride. Reduction with zinc dust in the presence of calcium chloride in aqueous ethanol affords 5-cyciopropyl-2-methylaniline. Conversion to 4-cyclopropyl-5-(2-imidazolinyla... Reactants: COC=1C=C2C(=CN1)N(CC2)C(=O)C=2C=C1NC(C=3N(C1=CC2COC)C(=NC3)C3COCC3)=O ((−)-7-[(5-methoxy-2,3-dihydro-1H-pyrrolo[2,3-c]pyridin-1-yl)carbonyl]-8-(methoxymethyl)-1-(tetrahydrofuran-3-yl)imidazo[1,5-a]quinoxalin-4(5H)-one), CO (methanol), C(C)(=O)OCC.Cl (hydrogen chloride-ethyl acetate). Run in O1CCCC1 (tetrahydrofuran). Run at time 30 minute. Product: Cl.Cl.COC=1C=C2C(=CN1)N(CC2)C(=O)C=2C=C1NC(C=3N(C1=CC2COC)C(=NC3)C3COCC3)=O ((−)-7-[(5-methoxy-2,3-dihydro-1H-pyrrolo[2,3-c]pyridin-1-yl)carbonyl]-8-(methoxymethyl)-1-(tetrahydrofuran-3-yl)imidazo[1,5-a]quinoxalin-4(5H)-one dihydrochloride). Reaction SMILES: [CH3:1][O:2][C:3]1[CH:4]=[C:5]2[CH2:11][CH2:10][N:9]([C:12]([C:14]3[CH:15]=[C:16]4[C:21](=[CH:22][C:23]=3[CH2:24][O:25][CH3:26])[N:20]3[C:27]([CH:30]5[CH2:34][CH2:33][O:32][CH2:31]5)=[N:28][CH:29]=[C:19]3[C:18](=[O:35])[NH:17]4)=[O:13])[C:6]2=[CH:7][N:8]=1.CO.C(OCC)(=O)C.[ClH:44]>O1CCCC1>[ClH:44].[ClH:44].[CH3:1][O:2][C:3]1[CH:4]=[C:5]2[CH2:11][CH2:10][N:9]([C:12]([C:14]3[CH:15]=[C:16]4[C:21](=[CH:22][C:23]=3[CH2:24][O:25][CH3:26])[N:20]3[C:27]([CH:30]5[CH2:34][CH2:33][O:32][CH2:31]5)=[N:28][CH:29]=[C:19]3[C:18](=[O:35])[NH:17]4)=[O:13])[C:6]2=[CH:7][N:8]=1 |f:2.3,5.6.7|. Procedure details: 373 mg of 7-[(5-methoxy-2,3-dihydro-1H-pyrrolo[2,3-c]pyridin-1-yl)carbonyl]-8-(methoxymethyl)-1-(tetrahydrofuran-3-yl)imidazo[1,5-a]quinoxalin-4(5H)-one was purified by preparative HPLC (flow rate: 8 mL/min, acetonitrile/water=30/70) using CHIRALCEL (registered trademark) OJ-RH column, 5 μm, 20×150 mm (Daicel Chemical Industries, Ltd.). As a compound with a short retention time (retention time: 9.32 min), 125 mg of (−)-7-[(5-methoxy-2,3-dihydro-1H-pyrrolo[2,3-c]pyridin-1-yl)carbonyl]-8-(methoxym... Reactants: CCO, Cl, Cl, Cc1ccccc1C1CC(=O)c2c(C(F)(F)F)coc2C1, N=C(N)NN, O. The product is Cl, Cc1ccccc1C1CC(=NNC(=N)N)c2c(C(F)(F)F)coc2C1. RXN SMILES: [CH3:30][CH2:31][OH:32].[ClH:22].[ClH:28].[F:1][C:2]([c:3]1[cH:4][o:5][c:6]2[c:7]1[C:8](=[O:19])[CH2:9][CH:10]([c:12]1[c:13]([CH3:18])[cH:14][cH:15][cH:16][cH:17]1)[CH2:11]2)([F:20])[F:21].[NH2:23][NH:24][C:25](=[NH:26])[NH2:27].[OH2:29]>>[ClH:22].[F:1][C:2]([c:3]1[cH:4][o:5][c:6]2[c:7]1[C:8](=[N:23][NH:24][C:25](=[NH:26])[NH2:27])[CH2:9][CH:10]([c:12]1[c:13]([CH3:18])[cH:14][cH:15][cH:16][cH:17]1)[CH2:11]2)([F:20])[F:21]. The reactants are CC(=O)Nc1nc2ccccc2s1, C#CCBr, CN(C)C=O, [H-], [Na+]. Product: CC#CN(C(C)=O)c1nc2ccccc2s1. RXN SMILES: [C:1]([CH3:2])(=[O:3])[NH:4][c:5]1[s:6][c:7]2[c:8]([n:9]1)[cH:10][cH:11][cH:12][cH:13]2.[CH2:16]([C:17]#[CH:18])[Br:19].[CH3:20][N:21]([CH3:22])[CH:23]=[O:24].[H-:14].[Na+:15]>>[C:1]([CH3:2])(=[O:3])[N:4]([c:5]1[s:6][c:7]2[c:8]([n:9]1)[cH:10][cH:11][cH:12][cH:13]2)[C:16]#[C:17][CH3:18]. Starting materials: FC1=C(C=CC(=C1)F)[N+](=O)[O-] (2,4-difluoro-1-nitrobenzene), [Li+].C[Si](C)(C)[N-][Si](C)(C)C (LiHMDS), NC1=NC=CC=C1F (2-amino-3-fluoropyridine), crude solution, [NH4+].[Cl-] (NH4Cl). Solvent: C1CCOC1 (THF), C1CCOC1 (THF). Run at temperature -78 celsius, time 15 minute. Product: FC=1C=CC(=C(C1)NC1=NC=CC=C1F)[N+](=O)[O-] ((5-Fluoro-2-nitrophenyl)-(3-fluoropyridin-2-yl)amine). Isolated yield 18.5%. Reaction SMILES: [Li+].C[Si]([N-][Si](C)(C)C)(C)C.[NH2:11][C:12]1[C:17]([F:18])=[CH:16][CH:15]=[CH:14][N:13]=1.F[C:20]1[CH:25]=[C:24]([F:26])[CH:23]=[CH:22][C:21]=1[N+:27]([O-:29])=[O:28].[NH4+].[Cl-]>C1COCC1>[F:26][C:24]1[CH:23]=[CH:22][C:21]([N+:27]([O-:29])=[O:28])=[C:20]([NH:11][C:12]2[C:17]([F:18])=[CH:16][CH:15]=[CH:14][N:13]=2)[CH:25]=1 |f:0.1,4.5|. Procedure: LiHMDS (1.0M in THF, 4.0 mL, 4.0 mmol) was added dropwise to a stirred solution of 2-amino-3-fluoropyridine (224 mg, 2.0 mmol) in anhydrous THF (5 mL) under a nitrogen atmosphere at −78° C. After 15 min stirring at −78° C., a solution of 2,4-difluoro-1-nitrobenzene (0.22 mL, 2.0 mmol) in THF (5 mL) was added and stirring at −78° C. was continued for 1 h. The mixture was slowly warmed to 0° C. and stirring continued for 1 h. The crude solution was poured into a saturated aqueous solution of NH4Cl...